Dataset: the Open Reaction Database (ORD), a public repository of structured organic reaction records. Task: describe an organic reaction: reactants, conditions, products, and yield Starting materials: C(C)(=O)C1=CC=2SC3=CC=CC=C3OC2C=C1 (2-acetyl phenoxathiin), ClC=1C=C(C(=O)OO)C=CC1 (m-chloroperoxy benzoic acid), [OH-].[Ca+2].[OH-] (calcium hydroxide), C1=CC(=CC(=C1)Cl)C(=O)OO (MCPBA). The solvent is C(Cl)Cl (methylene chloride), C(Cl)Cl (methylene chloride). Reaction conditions: time 3 hour. Product: C(C)(=O)C1=CC=2S(C3=CC=CC=C3OC2C=C1)(=O)=O (2-Acetylphenoxathiin-10,10-dioxide). The yield is 75.6%. As a reaction SMILES: [C:1]([C:4]1[CH:17]=[CH:16][C:15]2[O:14][C:13]3[C:8](=[CH:9][CH:10]=[CH:11][CH:12]=3)[S:7][C:6]=2[CH:5]=1)(=[O:3])[CH3:2].ClC1C=C(C=CC=1)C(OO)=O.[OH-:29].[Ca+2].[OH-:31]>C(Cl)Cl>[C:1]([C:4]1[CH:17]=[CH:16][C:15]2[O:14][C:13]3[C:8](=[CH:9][CH:10]=[CH:11][CH:12]=3)[S:7](=[O:31])(=[O:29])[C:6]=2[CH:5]=1)(=[O:3])[CH3:2] |f:2.3.4|. Procedure: To a solution of 2-acetyl phenoxathiin (J.A.C.S. 1936, 58, 717) (484 mg, 2 mmol) in methylene chloride (25 mL) there was added 85% m-chloroperoxy benzoic acid (MCPBA 1.015 g, 5 mmol) and the mixture stirred at room temperature. After 3 hours, more MCPBA was added (250 mg) and stirring was continued for a further hour. Enough methylene chloride was added to dissolve the solids, followed by calcium hydroxide (3 g); after stirring for a further 5 minutes, the mixture was filtered and the filtrate e...